Task: describe an organic reaction: reactants, conditions, products, and yield. Dataset: the Open Reaction Database (ORD), a public repository of structured organic reaction records The reactants are C=CCCCBr, COC(C)(C)C, [Na+], [Na+], O, O=S([O-])[O-]. The product is C=CCCCS(=O)(=O)[O-], [Na+]. RXN SMILES: [Br:1][CH2:2][CH2:3][CH2:4][CH:5]=[CH2:6].[CH3:14][O:15][C:16]([CH3:17])([CH3:18])[CH3:19].[Na+:11].[Na+:12].[OH2:13].[S:7](=[O:8])([O-:9])[O-:10]>>[CH2:2]([CH2:3][CH2:4][CH:5]=[CH2:6])[S:7](=[O:8])(=[O:9])[O-:10].[Na+:11]. Procedure details: 15 g (0.037 mole) of III was dissolved in 125 ml of glacial acetic acid and heated to 90°-100° C. for 45 minutes. The mixture was poured into 500 ml of water, extracted with three 100 ml portions of methylene chloride. The organic extract was dried (Na2SO4) and solvent removed by distillation in vac. The residual solid was recrystallized from ethanol. There was obtained 6.0 g (55% theor.) of 4-nitro-6-trifluoromethyl-1,3-benzodithiole-2-thione, m.p. 163°-165° C. Analytical: Calcd. for C8H2F3NO2S... Reaction SMILES: C([SH-:5][C:6](=[S:24])[SH-:7][C:8]1[C:13]([N+:14]([O-:16])=[O:15])=[CH:12][C:11]([C:17]([F:20])([F:19])[F:18])=[CH:10][C:9]=1[N+]([O-])=O)(C)(C)C.O>C(O)(=O)C>[N+:14]([C:13]1[C:8]2[S:7][C:6](=[S:24])[S:5][C:9]=2[CH:10]=[C:11]([C:17]([F:20])([F:19])[F:18])[CH:12]=1)([O-:16])=[O:15]. Starting materials: C(C)(C)(C)[SH-]C([SH-]C1=C(C=C(C=C1[N+](=O)[O-])C(F)(F)F)[N+](=O)[O-])=S (S-tert. butyl-S'-(2,6-dinitro-4-trifluoromethylphenyl)-trithiocarbonate), O (water). Isolated yield 54.5%. Solvent: C(C)(=O)O (acetic acid). The product is [N+](=O)([O-])C1=CC(=CC=2SC(SC21)=S)C(F)(F)F (4-nitro-6-trifluoromethyl-1,3-benzodithiole-2-thione). Reactants: ClCCCBr, CC(C)CC(C#N)NC(=O)C1CCCCC1NC(=O)c1cc2ccc(Cl)cc2[nH]1, [H-], [Na+], CN(C)C=O. Yields the product CC(C)CC(C#N)NC(=O)C1CCCCC1NC(=O)c1cc2ccc(Cl)cc2n1CCCCl. Reaction SMILES: [Br:32][CH2:33][CH2:34][CH2:35][Cl:36].[C:1](#[N:2])[CH:3]([CH2:4][CH:5]([CH3:6])[CH3:7])[NH:8][C:9](=[O:10])[CH:11]1[CH:12]([NH:17][C:18](=[O:19])[c:20]2[nH:21][c:22]3[cH:23][c:24]([Cl:29])[cH:25][cH:26][c:27]3[cH:28]2)[CH2:13][CH2:14][CH2:15][CH2:16]1.[H-:31].[Na+:30].[O:37]=[CH:38][N:39]([CH3:40])[CH3:41]>>[C:1](#[N:2])[CH:3]([CH2:4][CH:5]([CH3:6])[CH3:7])[NH:8][C:9](=[O:10])[CH:11]1[CH:12]([NH:17][C:18](=[O:19])[c:20]2[n:21]([CH2:33][CH2:34][CH2:35][Cl:36])[c:22]3[cH:23][c:24]([Cl:29])[cH:25][cH:26][c:27]3[cH:28]2)[CH2:13][CH2:14][CH2:15][CH2:16]1. The reactants are ice, BrC1=C(C=C(O)C=C1)O (4-bromoresorcinol), CN(C=O)C (N,N-dimethylformamide), C(C1=CC=CC=C1)Br (benzylbromide), C([O-])([O-])=O.[K+].[K+] (potassium carbonate). Solvent: CCCCC (pentane), CCOCC (ether). The product is BrC1=C(C=C(C=C1)OCC1=CC=CC=C1)OCC1=CC=CC=C1 (1-Bromo-2,4-dibenzyloxybenzene). Yield: 30.0%. Reaction SMILES: [Br:1][C:2]1[CH:8]=[CH:7][C:5]([OH:6])=[CH:4][C:3]=1O.[CH2:10](Br)[C:11]1[CH:16]=[CH:15][CH:14]=[CH:13][CH:12]=1.[C:18](=[O:21])([O-])[O-].[K+].[K+].CN(C)C=O>CCOCC.CCCCC>[Br:1][C:2]1[CH:8]=[CH:7][C:5]([O:6][CH2:10][C:11]2[CH:16]=[CH:15][CH:14]=[CH:13][CH:12]=2)=[CH:4][C:3]=1[O:21][CH2:18][C:2]1[CH:8]=[CH:7][CH:5]=[CH:4][CH:3]=1 |f:2.3.4|. Reported procedure: A mixture of 75.0 g. (0.397 mol.) of 4-bromoresorcinol, 95.1 ml. (0.80 mol.) of benzylbromide and 331 g. (2.4 mol.) of anhydrous potassium carbonate in 400 ml. of N,N-dimethylformamide is stirred for 12 hours at 25° C. and for 4 hour at 85° C. The reaction mixture is cooled and added to one liter of ice-200 ml. pentane-100 ml. ether. The organic phase is washed with three 500 ml. portions of water, dried over magnesium sulfate and evaporated to an oil. The oil is rapidly chromatographed on 400 g... Starting materials: N[C@H](C(=O)NCCCC[C@@H](CO)N(CC(C)C)S(=O)(=O)C1=CC=C(C=C1)N)CC1=CC2=CC=CC=C2C=C1 ((2S,5S)-2-Amino-N-{5-[(4-amino-benzenesulfonyl)-isobutyl-amino]-6-hydroxy-hexyl}-3-naphthalen-2-yl-propionamide), N[C@H](C(=O)NCCCC[C@@H](CO)N(CC(C)C)S(=O)(=O)C1=CC=C(C=C1)N)CC1=CC2=CC=CC=C2C=C1 ((2S,5S)-2-Amino-N-{5-[(4-amino-benzenesulfonyl)-isobutyl-amino]-6-hydroxy-hexyl}-3-naphthalen-2-yl-propionamide), C(CCC)=O (butyraldehyde). Product: NC1=CC=C(C=C1)S(=O)(=O)N([C@@H](CCCCNC([C@H](CC1=CC2=CC=CC=C2C=C1)NCCCC)=O)CO)CC(C)C ((2S,5S)-N-{5-[(4-Amino-benzenesulfonyl)-isobutyl-amino]-6-hydroxy-hexyl}-2-butylamino-3-naphthalen-2-yl-propionamide). As a reaction SMILES: [NH2:1][C@@H:2]([CH2:28][C:29]1[CH:38]=[CH:37][C:36]2[C:31](=[CH:32][CH:33]=[CH:34][CH:35]=2)[CH:30]=1)[C:3]([NH:5][CH2:6][CH2:7][CH2:8][CH2:9][C@H:10]([N:13]([S:18]([C:21]1[CH:26]=[CH:25][C:24]([NH2:27])=[CH:23][CH:22]=1)(=[O:20])=[O:19])[CH2:14][CH:15]([CH3:17])[CH3:16])[CH2:11][OH:12])=[O:4].[CH:39](=O)[CH2:40][CH2:41][CH3:42]>>[NH2:27][C:24]1[CH:23]=[CH:22][C:21]([S:18]([N:13]([CH2:14][CH:15]([CH3:17])[CH3:16])[C@H:10]([CH2:11][OH:12])[CH2:9][CH2:8][CH2:7][CH2:6][NH:5][C:3](=[O:4])[C@@H:2]([NH:1][CH2:39][CH2:40][CH2:41][CH3:42])[CH2:28][C:29]2[CH:38]=[CH:37][C:36]3[C:31](=[CH:32][CH:33]=[CH:34][CH:35]=3)[CH:30]=2)(=[O:20])=[O:19])=[CH:26][CH:25]=1. Procedure: The title compound was prepared from (2S,5S)-2-amino-N-{5-[(4-amino-benzenesulfonyl)-isobutyl-amino]-6-hydroxy-hexyl}-3-naphthalen-2-yl-propionamide (product of example 49) as described in general procedure F using butyraldehyde. The final product was obtained in 13% yield.